From a dataset of the Open Reaction Database (ORD), a public repository of structured organic reaction records. describe an organic reaction: reactants, conditions, products, and yield Reactants: CNC(=O)C1=NC=CC(=C1)OC1=CC(=C(C=C1)N)F (4-(4-amino-3-fluorophenoxy)pyridine-2-carboxylic acid methylamide), ClC1=C(C=C(C=C1)N=C=O)C(F)(F)F (4-chloro-3-(trifluoromethyl)phenyl isocyanate). Solvent: C1(=CC=CC=C1)C (toluene). Run at time 72 hour. Product: CNC(=O)C1=NC=CC(=C1)OC1=CC(=C(C=C1)NC(=O)NC1=CC(=C(C=C1)Cl)C(F)(F)F)F (4{4-[3-(4-chloro-3-trifluoromethylphenyl)-ureido]-3-fluorophenoxy}-pyridine-2-carboxylic acid methylamide). Yield: 47.1%. RXN SMILES: [CH3:1][NH:2][C:3]([C:5]1[CH:10]=[C:9]([O:11][C:12]2[CH:17]=[CH:16][C:15]([NH2:18])=[C:14]([F:19])[CH:13]=2)[CH:8]=[CH:7][N:6]=1)=[O:4].[Cl:20][C:21]1[CH:26]=[CH:25][C:24]([N:27]=[C:28]=[O:29])=[CH:23][C:22]=1[C:30]([F:33])([F:32])[F:31]>C1(C)C=CC=CC=1>[CH3:1][NH:2][C:3]([C:5]1[CH:10]=[C:9]([O:11][C:12]2[CH:17]=[CH:16][C:15]([NH:18][C:28]([NH:27][C:24]3[CH:25]=[CH:26][C:21]([Cl:20])=[C:22]([C:30]([F:32])([F:31])[F:33])[CH:23]=3)=[O:29])=[C:14]([F:19])[CH:13]=2)[CH:8]=[CH:7][N:6]=1)=[O:4]. Procedure: To a solution of 4-(4-amino-3-fluorophenoxy)pyridine-2-carboxylic acid methylamide (177 mg, 0.68 mmol) in toluene (3 mL) was added 4-chloro-3-(trifluoromethyl)phenyl isocyanate (150 mg, 0.68 mmol). The mixture was stirred at rt for 72 h. The reaction was concentrated under reduced pressure and the residue was triturated with diethylether. The resulting solid was collected by filtration and dried in vacuo for 4 h to afford the title compound (155 mg, 0.32 mmol; 47% yield); 1H-NMR (DMSO-d6) 2.78 (... The reactants are FC=1C=C(CO)C=CC1 (3-flouro-benzyl alcohol), ClC1=C(C(=O)N)C=C(C=C1)[N+](=O)[O-] (2-chloro-5-nitro-benzamide), C(=O)([O-])[O-].[K+].[K+] (K2CO3). Solvent: CC(=O)N(C)C (DMA), CCOC(=O)C (EtOAc). Run at temperature 120 celsius. Yields the product FC=1C=C(COC2=C(C(=O)N)C=C(C=C2)[N+](=O)[O-])C=CC1 (2-(3-Fluoro-benzyloxy)-5-nitro-benzamide). Yield: 87.0%. RXN SMILES: [F:1][C:2]1[CH:3]=[C:4]([CH:7]=[CH:8][CH:9]=1)[CH2:5][OH:6].Cl[C:11]1[CH:19]=[CH:18][C:17]([N+:20]([O-:22])=[O:21])=[CH:16][C:12]=1[C:13]([NH2:15])=[O:14].C([O-])([O-])=O.[K+].[K+]>CC(N(C)C)=O.CCOC(C)=O>[F:1][C:2]1[CH:3]=[C:4]([CH:7]=[CH:8][CH:9]=1)[CH2:5][O:6][C:11]1[CH:19]=[CH:18][C:17]([N+:20]([O-:22])=[O:21])=[CH:16][C:12]=1[C:13]([NH2:15])=[O:14] |f:2.3.4|. Procedure details: A mixture of 3-flouro-benzyl alcohol (1.0 g, 7.92 mmol), 2-chloro-5-nitro-benzamide (1.59 g, 7.92 mmol) and K2CO3 (1.31 g, 9.51 mmol) in DMA (5 ml) was heated at 120° C. for 7 h. The mixture was cooled to rt, diluted with EtOAc(40 ml), filtered and concentrated in vacuo to give 14A (2.0 g, 87%). The reactants are [OH-].[Na+] (NaOH), BrC=1C=C(C=CC1NC(=O)C1=NC=CC2=CC=CC=C12)CC(=O)OCC (Ethyl (3-bromo-4-((1-isoquinolinylcarbonyl)amino)phenyl)acetate), Cl (HCl). The solvent is C1CCOC1 (THF). Conditions: time 8 hour. Product: BrC=1C=C(C=CC1NC(=O)C1=NC=CC2=CC=CC=C12)CC(=O)O ((3-bromo-4-((1-isoquinolinylcarbonyl)amino)phenyl)acetic acid). The yield is 98.1%. Reaction SMILES: [Br:1][C:2]1[CH:3]=[C:4]([CH2:21][C:22]([O:24]CC)=[O:23])[CH:5]=[CH:6][C:7]=1[NH:8][C:9]([C:11]1[C:20]2[C:15](=[CH:16][CH:17]=[CH:18][CH:19]=2)[CH:14]=[CH:13][N:12]=1)=[O:10].[OH-].[Na+].Cl>C1COCC1>[Br:1][C:2]1[CH:3]=[C:4]([CH2:21][C:22]([OH:24])=[O:23])[CH:5]=[CH:6][C:7]=1[NH:8][C:9]([C:11]1[C:20]2[C:15](=[CH:16][CH:17]=[CH:18][CH:19]=2)[CH:14]=[CH:13][N:12]=1)=[O:10] |f:1.2|. Reported procedure: Ethyl (3-bromo-4-((1-isoquinolinylcarbonyl)amino)phenyl)acetate (1.64 g, 3.97 mmol) was dissolved in THF (40 ml). To the resulting solution was added 0.25N NaOH (24.0 ml, 5.95 mmol), and the mixture was stirred at room temperature for 8 hours. The reaction mixture was poured into 1N HCl (50 ml) to acidify the mixture. The crystals thus precipitated were collected by filtration under reduced pressure, washed with water, and dried under reduced pressure to give (3-bromo-4-((1-isoquinolinylcarbonyl... The reactants are O=C1N(C(C2=CC(=CC=C12)OC1=CC=CC=C1)=O)C1=CC(=C(C(=O)NCCN2CCCC2)C=C1)OCOC (4-(1,3-Dioxo-5-phenoxy-1,3-dihydro-isoindol-2-yl)-2-methoxymethoxy-N-(2-pyrrolidin-1-yl-ethyl)-benzamide), FC(C(=O)O)(F)F (trifluoroacetic acid). Reaction conditions: time 30 minute. Product: OC=1C=C(C=CC1OCCN1CCCC1)N1C(C2=CC=C(C=C2C1=O)OC1=CC=CC=C1)=O (2-[3-Hydroxy-4-(2-pyrrolidin-1-yl-ethoxy)-phenyl]-5-phenoxy-isoindole-1,3-dione), FC(C(=O)[O-])(F)F (trifluoroacetate). As a reaction SMILES: [O:1]=[C:2]1[C:10]2[C:5](=[CH:6][C:7]([O:11][C:12]3[CH:17]=[CH:16][CH:15]=[CH:14][CH:13]=3)=[CH:8][CH:9]=2)[C:4](=[O:18])[N:3]1[C:19]1[CH:34]=[CH:33][C:22](C(NCCN2CCCC2)=O)=[C:21]([O:35]COC)[CH:20]=1.[F:39][C:40]([F:45])([F:44])[C:41]([OH:43])=[O:42]>>[OH:35][C:21]1[CH:20]=[C:19]([N:3]2[C:4](=[O:18])[C:5]3[C:10](=[CH:9][CH:8]=[C:7]([O:11][C:12]4[CH:17]=[CH:16][CH:15]=[CH:14][CH:13]=4)[CH:6]=3)[C:2]2=[O:1])[CH:34]=[CH:33][C:22]=1[O:43][CH2:41][CH2:40][N:3]1[CH2:4][CH2:5][CH2:10][CH2:2]1.[F:39][C:40]([F:45])([F:44])[C:41]([O-:43])=[O:42]. Procedure details: 4-(1,3-Dioxo-5-phenoxy-1,3-dihydro-isoindol-2-yl)-2-methoxymethoxy-N-(2-pyrrolidin-1-yl-ethyl)-benzamide [Example G2] was treated with trifluoroacetic acid (1 ml, 1 M in dichloromethane). After 30 minutes, the solvent was removed to afford the title compound as a trifluoroacetate salt. Starting materials: compound, CN(C(C1=CC(=CC(=C1)C(F)(F)F)C(F)(F)F)=O)C(CCC(=O)O)CC1=CC=C(C=C1)Cl (4-[N'-methyl-N'-(3,5-bistrifluoromethyl-benzoyl)-amino]-5-(4-chlorophenyl)-pentanoic acid), COC1=C(CN)C=CC=C1 (2-methoxy-benzylamine), Cl.C(C)N=C=NCCCN(C)C (N-ethyl-N'-(3-dimethylaminopropyl)-carbodiimide hydrochloride). Reagents/catalysts: CN(C1=CC=NC=C1)C (4-dimethylaminopyridine). Solvent: C(Cl)Cl (methylene chloride). Conditions: time 16 hour. Yields the product COC1=C(CNC(CCC(CC2=CC=C(C=C2)Cl)N(C(C2=CC(=CC(=C2)C(F)(F)F)C(F)(F)F)=O)C)=O)C=CC=C1 (4-[N'-Methyl-N'-(3,5-bistrifluoromethyl-benzoyl)-amino]-5-(4-chlorophenyl)-pentanoic acid N-(2-methoxy-benzyl)-amide). As a reaction SMILES: [CH3:1][N:2]([CH:19]([CH2:25][C:26]1[CH:31]=[CH:30][C:29]([Cl:32])=[CH:28][CH:27]=1)[CH2:20][CH2:21][C:22]([OH:24])=O)[C:3](=[O:18])[C:4]1[CH:9]=[C:8]([C:10]([F:13])([F:12])[F:11])[CH:7]=[C:6]([C:14]([F:17])([F:16])[F:15])[CH:5]=1.[CH3:33][O:34][C:35]1[CH:42]=[CH:41][CH:40]=[CH:39][C:36]=1[CH2:37][NH2:38].Cl.C(N=C=NCCCN(C)C)C>CN(C)C1C=CN=CC=1.C(Cl)Cl>[CH3:33][O:34][C:35]1[CH:42]=[CH:41][CH:40]=[CH:39][C:36]=1[CH2:37][NH:38][C:22](=[O:24])[CH2:21][CH2:20][CH:19]([N:2]([CH3:1])[C:3](=[O:18])[C:4]1[CH:5]=[C:6]([C:14]([F:15])([F:17])[F:16])[CH:7]=[C:8]([C:10]([F:11])([F:12])[F:13])[CH:9]=1)[CH2:25][C:26]1[CH:31]=[CH:30][C:29]([Cl:32])=[CH:28][CH:27]=1 |f:2.3|. Procedure: This is the compound of Example 3. It can be prepared also by the following synthesis method: a mixture of 0.495 g of 4-[N'-methyl-N'-(3,5-bistrifluoromethyl-benzoyl)-amino]-5-(4-chlorophenyl)-pentanoic acid, 0.137 g of 2-methoxy-benzylamine, 0.21 g of N-ethyl-N'-(3-dimethylaminopropyl)-carbodiimide hydrochloride, 0.134 g of 4-dimethylaminopyridine and 10 ml of methylene chloride is stirred at room temperature for 16 hours and then concentrated by evaporation. The residue is chromatographed (sil... Reactants: [N+](=O)([O-])C1=CC=C2C(=NN(C2=C1)C=1SC=C(N1)C(=O)OCC)C1=CC=CC=C1 (ethyl 2-(6-nitro-3-phenyl-1H-indazol-1-yl)thiazole-4-carboxylate), [H][H] (hydrogen). Reagents/catalysts: [C].[Pd] (Palladium-carbon). The solvent is CO (methanol). The product is NC1=CC=C2C(=NN(C2=C1)C=1SC=C(N1)C(=O)OCC)C1=CC=CC=C1 (Ethyl 2-(6-amino-3-phenyl-1H-indazol-1-yl)thiazole-4-carboxylate). Yield: 18.1%. As a reaction SMILES: [N+:1]([C:4]1[CH:12]=[C:11]2[C:7]([C:8]([C:23]3[CH:28]=[CH:27][CH:26]=[CH:25][CH:24]=3)=[N:9][N:10]2[C:13]2[S:14][CH:15]=[C:16]([C:18]([O:20][CH2:21][CH3:22])=[O:19])[N:17]=2)=[CH:6][CH:5]=1)([O-])=O.[H][H]>CO.[C].[Pd]>[NH2:1][C:4]1[CH:12]=[C:11]2[C:7]([C:8]([C:23]3[CH:24]=[CH:25][CH:26]=[CH:27][CH:28]=3)=[N:9][N:10]2[C:13]2[S:14][CH:15]=[C:16]([C:18]([O:20][CH2:21][CH3:22])=[O:19])[N:17]=2)=[CH:6][CH:5]=1 |f:3.4|. Procedure details: 10% Palladium-carbon (18 mg, manufactured by Merck Chemicals, Ltd.) was added to a solution of ethyl 2-(6-nitro-3-phenyl-1H-indazol-1-yl)thiazole-4-carboxylate (234 mg), which had been synthesized from the compound of Reference Example 24 according to the method of Example 3, in methanol (20 mL manufactured by Wako Pure Chemical Industries, Ltd.) at room temperature, and the mixture was stirred overnight in a hydrogen atmosphere. After completion of the reaction, the 10% palladium-carbon was rem...